Dataset: the Open Reaction Database (ORD), a public repository of structured organic reaction records. Task: describe an organic reaction: reactants, conditions, products, and yield The reactants are [H-].[H-].[H-].[H-].[Li+].[Al+3] (LiAlH4), [Al+3].[Cl-].[Cl-].[Cl-] (AlCl3), C(C)(C)OC1=C2C[C@H](O[C@H](C2=CC=C1C)CNC=O)C1CCN(CC1)CCC1=CC=CC=C1 ((1R,3S)-N-[5-Isopropoxy-6-methyl-3-(1-phenethyl-piperidin-4-yl)-isochroman-1-ylmethyl]-formamide). Solvent: C1CCOC1 (THF), C1CCOC1 (THF). Reaction conditions: temperature 20 celsius, time 4 hour. Yields the product C(C)(C)OC1=C2C[C@H](O[C@H](C2=CC=C1C)CNC)C1CCN(CC1)CCC1=CC=CC=C1 ((1R,3S) [5-Isopropoxy-6-methyl-3-(1-phenethyl-piperidin-4-yl)-isochroman-1-ylmethyl]-methyl-amine). As a reaction SMILES: [H-].[H-].[H-].[H-].[Li+].[Al+3].[Al+3].[Cl-].[Cl-].[Cl-].[CH:11]([O:14][C:15]1[C:24]([CH3:25])=[CH:23][CH:22]=[C:21]2[C:16]=1[CH2:17][C@@H:18]([CH:30]1[CH2:35][CH2:34][N:33]([CH2:36][CH2:37][C:38]3[CH:43]=[CH:42][CH:41]=[CH:40][CH:39]=3)[CH2:32][CH2:31]1)[O:19][C@H:20]2[CH2:26][NH:27][CH:28]=O)([CH3:13])[CH3:12]>C1COCC1>[CH:11]([O:14][C:15]1[C:24]([CH3:25])=[CH:23][CH:22]=[C:21]2[C:16]=1[CH2:17][C@@H:18]([CH:30]1[CH2:31][CH2:32][N:33]([CH2:36][CH2:37][C:38]3[CH:39]=[CH:40][CH:41]=[CH:42][CH:43]=3)[CH2:34][CH2:35]1)[O:19][C@H:20]2[CH2:26][NH:27][CH3:28])([CH3:13])[CH3:12] |f:0.1.2.3.4.5,6.7.8.9|. Procedure details: To a solution of 0.5M LiAlH4 in THF (3 mL) at 8° C., add of AlCl3 (35 mg) and (1R,3S)-N-[5-Isopropoxy-6-methyl-3-(1-phenethyl-piperidin-4-yl)-isochroman-1-ylmethyl]-formamide in THF (2 mL). Allow the reaction mixture to warm to 20° C. and stir for 4 hours. Cool to 8° C. and quench by slow addition of saturated, aqueous. NH4Cl to pH 8. Add EtOAc (8 mL) and then filter the mixture separate the organic layer and concentrate. Purify the residue by chromatography on a 1 g silica gel column (eluent: 1... The reactants are C1(=CC=CC=C1)C (toluene), resultant solution, COC1=CC=C(C=C1)B(O)O (4-methoxyphenylboronic acid), C(CC)C1=CC=C(C=C1)Br (4-propylbromobenzene), tetrakis-triphenylphosphine palladium, C([O-])([O-])=O.[K+].[K+] (potassium carbonate). The solvent is C(C)O (ethanol), C(C)O (ethanol). Reaction conditions: temperature 60 celsius, time 2 hour. Product: C(CC)C1=CC=C(C=C1)C1=CC=C(C=C1)OC (4-(4-propylphenyl)anisole). Yield: 95.0%. As a reaction SMILES: [CH2:1]([C:4]1[CH:9]=[CH:8][C:7](Br)=[CH:6][CH:5]=1)[CH2:2][CH3:3].C(=O)([O-])[O-].[K+].[K+].[CH3:17][O:18][C:19]1[CH:24]=[CH:23][C:22](B(O)O)=[CH:21][CH:20]=1.C1(C)C=CC=CC=1>C(O)C>[CH2:1]([C:4]1[CH:9]=[CH:8][C:7]([C:22]2[CH:23]=[CH:24][C:19]([O:18][CH3:17])=[CH:20][CH:21]=2)=[CH:6][CH:5]=1)[CH2:2][CH3:3] |f:1.2.3|. Procedure details: In a nitrogen atmosphere, 20.00 g of 4-propylbromobenzene, 0.58 g of tetrakis-triphenylphosphine palladium, and 55 mL of an aqueous potassium carbonate solution (2 mol/L) were dissolved in 100 mL of ethanol, and the resultant solution was heated to 60° C. Then, a solution prepared by suspending 15.27 g of 4-methoxyphenylboronic acid in 60 mL of ethanol was added dropwise to the solution. After stirring at 60° C. for 2 hours, the mixture was allowed to cool to room temperature, and toluene was ad...